Dataset: the Open Reaction Database (ORD), a public repository of structured organic reaction records. Task: describe an organic reaction: reactants, conditions, products, and yield Starting materials: ICCCN1C2=C(C(C=3C=C(C=CC13)C)=O)N(N=C2)C (4-(3-iodopropyl)-1,7-dimethyl-1,4-dihydro-9H-pyrazolo[4,3-b]quinolin-9-one), C(C=C)N1C2=C(C(C=3C=C(C=CC13)C)=O)N(N=C2)C (4-allyl-1,7-dimethyl-1,4-dihydro-9H-pyrazolo[4,3-b]quinolin-9-one), C(C)NC (N-ethylmethylamine), C(C=C)N1C2=C(C(C=3C=C(C=CC13)C)=O)N(N=C2)C (4-allyl-1,7-dimethyl-1,4-dihydro-9H-pyrazolo[4,3-b]quinolin-9-one), CO.ClCCl (methanol dichloromethane). Yields the product Cl.C(C)N(CCCN1C2=C(C(C=3C=C(C=CC13)C)=O)N(N=C2)C)C (4-{3-[ETHYL(METHYL)AMINO]PROPYL}-1,7-DIMETHYL-1,4-DIHYDRO-9H-PYRAZOLO[4,3-b]QUINOLIN-9-ONE HYDROCHLORIDE). RXN SMILES: I[CH2:2][CH2:3][CH2:4][N:5]1[C:14]2[CH:13]=[CH:12][C:11]([CH3:15])=[CH:10][C:9]=2[C:8](=[O:16])[C:7]2[N:17]([CH3:20])[N:18]=[CH:19][C:6]1=2.[CH2:21]([N:24]1C2C=CC(C)=CC=2C(=O)C2N(C)N=C[C:25]1=2)[CH:22]=C.C(NC)C.CO.[Cl:46]CCl>>[ClH:46].[CH2:21]([N:24]([CH3:25])[CH2:2][CH2:3][CH2:4][N:5]1[C:14]2[CH:13]=[CH:12][C:11]([CH3:15])=[CH:10][C:9]=2[C:8](=[O:16])[C:7]2[N:17]([CH3:20])[N:18]=[CH:19][C:6]1=2)[CH3:22] |f:3.4,5.6|. Procedure details: The title compound was prepared according to the procedure of step 2 in EXAMPLE 57 using an inseparable mixture of 4-(3-iodopropyl)-1,7-dimethyl-1,4-dihydro-9H-pyrazolo[4,3-b]quinolin-9-one and 4-allyl-1,7-dimethyl-1,4-dihydro-9H-pyrazolo[4,3-b]quinolin-9-one (EXAMPLE 59, step 1) and N-ethylmethylamine instead of dimethylamine. The title compound and 4-allyl-1,7-dimethyl-1,4-dihydro-9H-pyrazolo[4,3-b]quinolin-9-one were separable by column chromatography on silica gel eluting with methanol/dichl...